From a dataset of the Open Reaction Database (ORD), a public repository of structured organic reaction records. describe an organic reaction: reactants, conditions, products, and yield Reactants: ClC=1C=C(C=CC1N1C(C=2C(=C3C(=C(C2C1=O)OCC(F)(F)F)C=CC=C3)OCC(F)(F)F)=O)CC(=O)O ((3-chloro-4-{1,3-dioxo-4,9-bis[(2,2,2-trifluoroethyl)oxy]-1,3-dihydro-2H-benzo[f]isoindol-2-yl}phenyl)acetic acid), [BH4-].[Na+] (sodium borohydride), [BH4-].[Na+] (sodium borohydride). Run in C(C)O (ethanol), O1CCCC1 (tetrahydrofuran). Isolated yield 93.3%. Procedure details: To a solution of (3-chloro-4-{1,3-dioxo-4,9-bis[(2,2,2-trifluoroethyl)oxy]-1,3-dihydro-2H-benzo[f]isoindol-2-yl}phenyl)acetic acid (0.250 g, 0.45 mmol) in ethanol (10 ml) and tetrahydrofuran (20 ml), was added sodium borohydride (0.059 g, 1.56 mmol) in portions. A further addition of sodium borohydride (0.059 g, 1.56 mmol) was made and stirring continued for 10 minutes. The mixture was evaporated and then quenched with aqueous saturated ammonium chloride solution until the mixture was pH 7. This... Reaction conditions: time 10 minute. The product is ClC=1C=C(C=CC1N1C(C=2C(=C3C(=C(C2C1O)OCC(F)(F)F)C=CC=C3)OCC(F)(F)F)=O)CC(=O)O ((3-Chloro-4-{1-hydroxy-3-oxo-4,9-bis[(2,2,2-trifluoroethyl)oxy]-1,3-dihydro-2H-benzo[f]isoindol-2-yl}phenyl)acetic acid). RXN SMILES: [Cl:1][C:2]1[CH:3]=[C:4]([CH2:35][C:36]([OH:38])=[O:37])[CH:5]=[CH:6][C:7]=1[N:8]1[C:16](=[O:17])[C:15]2[C:14]([O:18][CH2:19][C:20]([F:23])([F:22])[F:21])=[C:13]3[CH:24]=[CH:25][CH:26]=[CH:27][C:12]3=[C:11]([O:28][CH2:29][C:30]([F:33])([F:32])[F:31])[C:10]=2[C:9]1=[O:34].[BH4-].[Na+]>C(O)C.O1CCCC1>[Cl:1][C:2]1[CH:3]=[C:4]([CH2:35][C:36]([OH:38])=[O:37])[CH:5]=[CH:6][C:7]=1[N:8]1[CH:16]([OH:17])[C:15]2[C:14]([O:18][CH2:19][C:20]([F:23])([F:22])[F:21])=[C:13]3[CH:24]=[CH:25][CH:26]=[CH:27][C:12]3=[C:11]([O:28][CH2:29][C:30]([F:32])([F:33])[F:31])[C:10]=2[C:9]1=[O:34] |f:1.2|. RXN SMILES: [F:1][C:2]([F:22])([F:21])[C:3]([C:9]1[CH:14]=[CH:13][C:12]([NH:15][CH2:16][C:17]([F:20])([F:19])[F:18])=[CH:11][CH:10]=1)([OH:8])[C:4]([F:7])([F:6])[F:5].Cl[CH2:24][C:25]1[N:26]=[C:27]([C:31]2[CH:36]=[CH:35][CH:34]=[C:33]([Cl:37])[CH:32]=2)[O:28][C:29]=1[CH3:30]>>[Cl:37][C:33]1[CH:32]=[C:31]([C:27]2[O:28][C:29]([CH3:30])=[C:25]([CH2:24][N:15]([CH2:16][C:17]([F:19])([F:18])[F:20])[C:12]3[CH:11]=[CH:10][C:9]([C:3]([OH:8])([C:4]([F:7])([F:6])[F:5])[C:2]([F:21])([F:22])[F:1])=[CH:14][CH:13]=3)[N:26]=2)[CH:36]=[CH:35][CH:34]=1. Procedure: In analogy to example 22.2, from 1,1,1,3,3,3-hexafluoro-2-[4-(2,2,2-trifluoro-ethylamino)-phenyl]-propan-2-ol and 4-chloromethyl-5-methyl-2-(3-chloro-phenyl)-oxazole was prepared 2-{4-[[2-(3-chloro-phenyl)-5-methyl-oxazol-4-ylmethyl]-(2,2,2-trifluoro-ethyl-amino]-phenyl}-1,1,1,3,3,3-hexafluoro-propan-2-ol, yellow solid, MS: 547 (MH+, 1Cl). The reactants are FC(C(C(F)(F)F)(O)C1=CC=C(C=C1)NCC(F)(F)F)(F)F (1,1,1,3,3,3-hexafluoro-2-[4-(2,2,2-trifluoro-ethylamino)-phenyl]-propan-2-ol), ClCC=1N=C(OC1C)C1=CC(=CC=C1)Cl (4-chloromethyl-5-methyl-2-(3-chloro-phenyl)-oxazole), 4-[[2-(3-chloro-phenyl)-5-methyl-oxazol-4-ylmethyl]-(2,2,2-trifluoro-ethyl-amino]-phenyl}-1,1,1,3,3,3-hexafluoro-propan-2-ol. The product is ClC=1C=C(C=CC1)C=1OC(=C(N1)CN(C1=CC=C(C=C1)C(C(F)(F)F)(C(F)(F)F)O)CC(F)(F)F)C (2-{4-[[2-(3-chloro-phenyl)-5-methyl-oxazol-4-ylmethyl]-(2,2,2-trifluoro-ethyl)-amino]-phenyl}-1,1,1,3,3,3-hexafluoro-propan-2-ol). The reactants are C(C)(=O)Cl (Acetyl chloride), [Cl-].[Al+3].[Cl-].[Cl-] (aluminum chloride), C(Cl)Cl (methylene chloride), C(C)(C)(C)C1=C(C=CC=C1)O (2-tert-Butylphenol). Solvent: C(C)(=O)OCC (ethyl acetate). Run at temperature 0 celsius. The product is C(C)(C)(C)C=1C=C(C=CC1O)C(C)=O (1-[3-(tert-Butyl)-4-hydroxyphenyl]-1-ethanone). Isolated yield 55.0%. RXN SMILES: [C:1](Cl)(=[O:3])[CH3:2].[Cl-].[Al+3].[Cl-].[Cl-].C(Cl)Cl.[C:12]([C:16]1[CH:21]=[CH:20][CH:19]=[CH:18][C:17]=1[OH:22])([CH3:15])([CH3:14])[CH3:13]>C(OCC)(=O)C>[C:12]([C:16]1[CH:21]=[C:20]([C:1](=[O:3])[CH3:2])[CH:19]=[CH:18][C:17]=1[OH:22])([CH3:15])([CH3:13])[CH3:14] |f:1.2.3.4|. Reported procedure: Acetyl chloride (287 g) was added to a mixture of aluminum chloride (488 g) and methylene chloride (1.8 l) at −60° C. while stirring. 2-tert-Butylphenol (500 g) was added at −70° C. to −50° C. over a period of 1.5 hours, and the temperature was then raised to 0° C. The reaction mixture was poured into ice and extraction was performed with ethyl acetate. The organic layer was washed with brine, the solvent was distilled off under reduced pressure, methanol (1 l) and potassium carbonate (300 g) we... Reactants: N(C(=N)N)C1=CC=C(C(=O)O)C=C1 (4-guanidinobenzoic acid), C[Si](C)(C)C(C(=O)N)[Si](C)(C)C (bis-trimethylsilylacetamide), NC=1NC(=CN1)Cl (2-amino-5-chloroimidazole), S(=O)(Cl)Cl (thionylchloride). Solvent: C(C)N(CC)CC (triethyl amine), O1CCCC1 (tetrahydrofuran), O (water), O1CCCC1 (tetrahydrofuran). Conditions: time 16 hour. The product is N(C(=N)N)C1=CC=C(C(=O)NC=2NC(=CN2)Cl)C=C1 (4-Guanidino-N-(5-chloroimidazol-2-yl)benzamide). Reaction SMILES: [NH:1]([C:5]1[CH:13]=[CH:12][C:8]([C:9]([OH:11])=O)=[CH:7][CH:6]=1)[C:2]([NH2:4])=[NH:3].C[Si](C([Si](C)(C)C)C(N)=O)(C)C.S(Cl)(Cl)=O.[NH2:30][C:31]1[NH:32][C:33]([Cl:36])=[CH:34][N:35]=1>O1CCCC1.O.C(N(CC)CC)C>[NH:1]([C:5]1[CH:6]=[CH:7][C:8]([C:9]([NH:30][C:31]2[NH:32][C:33]([Cl:36])=[CH:34][N:35]=2)=[O:11])=[CH:12][CH:13]=1)[C:2]([NH2:4])=[NH:3]. Reported procedure: A mixture of 970 mg. (4.48 m. mol) of 4-guanidinobenzoic acid and 910 mg. (4.48 m. mol) of bis-trimethylsilylacetamide in dry tetrahydrofuran was heated to reflux for five minutes. After cooling the resulting solution of thionylchloride, 1.07 g. (8.95 m. mol) was added, followed after 20 minutes by the addition of 1.5 g. (8.95 m. mol) of 2-amino-5-chloroimidazole and 1.81 g. (17.9 m. mol) of triethyl amine in 10 ml. of tetrahydrofuran. After 16 hours at room temperature 0.40 ml. of water was add... Starting materials: CC(C)(C)C1=CCCC1, Cl[SiH](Cl)Cl. Yields the product CC(C)(C)C1CCCC1[Si](Cl)(Cl)Cl. Reaction SMILES: [C:1]([CH3:2])([CH3:3])([CH3:4])[C:5]1=[CH:6][CH2:7][CH2:8][CH2:9]1.[Cl:10][SiH:11]([Cl:12])[Cl:13]>>[C:1]([CH3:2])([CH3:3])([CH3:4])[CH:5]1[CH:6]([Si:11]([Cl:10])([Cl:12])[Cl:13])[CH2:7][CH2:8][CH2:9]1. Reactants: NC=1N=C(C2=C(N1)SC=C2CN(C2=CC=CC=C2)C2=CC=CC=C2)N (N-[(2,4-diaminothieno[2,3-d]pyrimidin-5-yl)methyl]-N,N-diphenylamine), NC=1N=C(C2=C(N1)SC=C2C)N (2,4-diamino-5-methylthieno[2,3-d]pyrimidine), C1=CC=CC=2NC3=CC=CC=C3CC12 (9,10-dihydroacridine). Product: NC=1N=C(C2=C(N1)SC=C2CN2C=1C=CC=CC1CC1=CC=CC=C21)N (N-[(2,4-Diaminothieno[2,3-d]pyrimidin-5-yl)methyl]-9,10-dihydroacridine). As a reaction SMILES: [NH2:1][C:2]1[N:3]=[C:4]([NH2:25])[C:5]2[C:10]([CH2:11][N:12]([C:19]3[CH:24]=[CH:23][CH:22]=[CH:21][CH:20]=3)[C:13]3[CH:18]=[CH:17][CH:16]=[CH:15][CH:14]=3)=[CH:9][S:8][C:6]=2[N:7]=1.N[C:27]1N=C(N)C2C(C)=CSC=2N=1.C1C2CC3C(=CC=CC=3)NC=2C=CC=1>>[NH2:1][C:2]1[N:3]=[C:4]([NH2:25])[C:5]2[C:10]([CH2:11][N:12]3[C:19]4[C:20](=[CH:21][CH:22]=[CH:23][CH:24]=4)[CH2:27][C:14]4[CH:15]=[CH:16][CH:17]=[CH:18][C:13]3=4)=[CH:9][S:8][C:6]=2[N:7]=1. Reported procedure: N-[(2,4-Diaminothieno[2,3-d]pyrimidin-5-yl)methyl]-9,10-dihydroacridine (Formula I: Ar=2,4-diaminothieno[2,3-d]pyrimidi-5-yl; W=CH2; X=N; Z=CH2; m=n=0) is prepared similarly to N-[(2,4-diaminothieno[2,3-d]pyrimidin-5-yl)methyl]-N,N-diphenylamine as disclosed in Example 11 above by using 2,4-diamino-5-methylthieno[2,3-d]pyrimidine (1.3 g, 7.4 mmol) in Step 1 and 9,10-dihydroacridine (134 mg, 0.8 mmol) in Step 3. The final product and its intermediates can b purified by chromatography. Starting materials: C(C)(=O)OCC (ethyl acetate), ClC[C@H](CC1=CC=C(OC2CCN(CC2)C(=O)OCC2=CC=CC=C2)C=C1)NC(=O)OC(C)(C)C (benzyl 4-[4-[(2S)-3-chloro-2-(t-butoxycarbonylamino)propyl]phenoxy]piperidine-1-carboxylate), OC=1C=C(C#N)C=CC1I (3-hydroxy-4-iodobenzonitrile), C([O-])([O-])=O.[K+].[K+] (potassium carbonate). The solvent is CN(C=O)C (dimethylformamide). Reaction conditions: temperature 65 celsius, time 4 day. Product: C(C1=CC=CC=C1)OC(=O)N1CCC(CC1)OC1=CC=C(C=C1)C[C@@H](COC=1C=C(C#N)C=CC1I)NC(=O)OC(C)(C)C (3-[(2S)-3-[4-(1-benzyloxycarbonyl-4-piperidyloxy)phenyl]-2-(t-butoxycarbonylamino)propoxy]-4-iodobenzonitrile). RXN SMILES: Cl[CH2:2][C@@H:3]([NH:28][C:29]([O:31][C:32]([CH3:35])([CH3:34])[CH3:33])=[O:30])[CH2:4][C:5]1[CH:27]=[CH:26][C:8]([O:9][CH:10]2[CH2:15][CH2:14][N:13]([C:16]([O:18][CH2:19][C:20]3[CH:25]=[CH:24][CH:23]=[CH:22][CH:21]=3)=[O:17])[CH2:12][CH2:11]2)=[CH:7][CH:6]=1.[OH:36][C:37]1[CH:38]=[C:39]([CH:42]=[CH:43][C:44]=1[I:45])[C:40]#[N:41].C(=O)([O-])[O-].[K+].[K+].C(OCC)(=O)C>CN(C)C=O>[CH2:19]([O:18][C:16]([N:13]1[CH2:14][CH2:15][CH:10]([O:9][C:8]2[CH:26]=[CH:27][C:5]([CH2:4][C@H:3]([NH:28][C:29]([O:31][C:32]([CH3:35])([CH3:34])[CH3:33])=[O:30])[CH2:2][O:36][C:37]3[CH:38]=[C:39]([CH:42]=[CH:43][C:44]=3[I:45])[C:40]#[N:41])=[CH:6][CH:7]=2)[CH2:11][CH2:12]1)=[O:17])[C:20]1[CH:25]=[CH:24][CH:23]=[CH:22][CH:21]=1 |f:2.3.4|. Procedure: 1.3 g (2.6 mmol) of benzyl 4-[4-[(2S)-3-chloro-2-(t-butoxycarbonylamino)propyl]phenoxy]piperidine-1-carboxylate, 686 mg (2.8 mmol) of 3-hydroxy-4-iodobenzonitrile and 390 mg (2.8 mmol) of potassium carbonate were dissolved in dimethylformamide. The solution was stirred at 65° C. for 4 days, and then treated with ethyl acetate as the extractant in an ordinary manner to obtain the title compound, which was then subjected to the subsequent reaction without further purification. The solvent is C(C)#N (acetonitrile). The reagents and catalysts are [Ru](=O)(=O)(=O)[O-].C(CC)[N+](CCC)(CCC)CCC (tetrapropylammonium perruthenate). The product is F\C(\C=O)=C(/C)\C1=C(C=C2C(CC=C(C2=C1)C(C)C)(C)C)OCCC ((2E)-2-Fluoro-3-(4,4-dimethyl-6-n-propoxy-1-isopropyl-3,4-dihydronaphthalen-7-yl)-2-butenal). Reaction SMILES: [F:1]/[C:2](=[C:5](/[C:7]1[CH:16]=[C:15]2[C:10]([C:11]([CH3:21])([CH3:20])[CH2:12][CH:13]=[C:14]2[CH:17]([CH3:19])[CH3:18])=[CH:9][C:8]=1[O:22][CH2:23][CH2:24][CH3:25])\[CH3:6])/[CH2:3][OH:4].C[N+]1([O-])CCOCC1.ClCCl>C(#N)C.[Ru]([O-])(=O)(=O)=O.C([N+](CCC)(CCC)CCC)CC>[F:1]/[C:2](=[C:5](/[C:7]1[CH:16]=[C:15]2[C:10]([C:11]([CH3:21])([CH3:20])[CH2:12][CH:13]=[C:14]2[CH:17]([CH3:19])[CH3:18])=[CH:9][C:8]=1[O:22][CH2:23][CH2:24][CH3:25])\[CH3:6])/[CH:3]=[O:4] |f:4.5|. The reactants are F\C(\CO)=C(/C)\C1=C(C=C2C(CC=C(C2=C1)C(C)C)(C)C)OCCC ((2E)-2-fluoro-3-(4,4-dimethyl-6-n-propoxy-1-isopropyl-3,4-dihydronaphthalen-7-yl)-2-butenol), ClCCl (dichloromethane), C[N+]1(CCOCC1)[O-] (4-methylmorpholine N-oxide). Reported procedure: As described in General Procedure H-1, (2E)-2-fluoro-3-(4,4-dimethyl-6-n-propoxy-1-isopropyl-3,4-dihydronaphthalen-7-yl)-2-butenol (Compound A-53, 0.024 g, 0.069 mmol), tetrapropylammonium perruthenate (0.012 g, 0.038 mmol) and 4-methylmorpholine N-oxide (0.022 g, 0.19 mmol) were reacted in acetonitrile (0.2 mL) and dichloromethane (1 mL) to produce the title compound as an oil. The reactants are solution, ClC(=O)OC(C)C (isopropyl chloroformate), C1(=CC=CC=C1)C (toluene), COC(C1=C(C=C(C(=C1)C=C)C(F)(F)F)N)=O (2-amino-4-trifluoromethyl-5-vinyl-benzoic acid methyl ester), N1=CC=CC=C1 (pyridine). Run in C(Cl)Cl (methylene chloride). Reaction conditions: temperature 0 celsius, time 2 hour. Yields the product COC(C1=C(C=C(C(=C1)C=C)C(F)(F)F)NC(=O)OC(C)C)=O (2-Isopropoxycarbonylamino-4-trifluoromethyl-5-vinyl-benzoic acid methyl ester). The yield is 87.0%. RXN SMILES: Cl[C:2]([O:4][CH:5]([CH3:7])[CH3:6])=[O:3].C1(C)C=CC=CC=1.[CH3:15][O:16][C:17](=[O:31])[C:18]1[CH:23]=[C:22]([CH:24]=[CH2:25])[C:21]([C:26]([F:29])([F:28])[F:27])=[CH:20][C:19]=1[NH2:30].N1C=CC=CC=1>C(Cl)Cl>[CH3:15][O:16][C:17](=[O:31])[C:18]1[CH:23]=[C:22]([CH:24]=[CH2:25])[C:21]([C:26]([F:28])([F:27])[F:29])=[CH:20][C:19]=1[NH:30][C:2]([O:4][CH:5]([CH3:7])[CH3:6])=[O:3]. Reported procedure: Add a 1.0 M solution of isopropyl chloroformate in toluene (183.0 mL, 183.0 mmol) to a 0° C. cooled solution of 2-amino-4-trifluoromethyl-5-vinyl-benzoic acid methyl ester (34.47 g, 140.58 mmol) and pyridine (35.0 mL, 429.20 mmol) in methylene chloride (500 mL). Allow the mixture to stir for 2 h at 0° C. then 16 h at room temperature under an atmosphere of N2. Wash the mixture with saturated aqueous sodium bicarbonate solution (2×200 mL) followed by aqueous 2 N HCl solution (2×200 mL). Wash the ... Reactants: C1(=C(C(=C(C(=C1F)F)F)N)F)N.Cl.Cl (dihydrochloride), [N+](=O)([O-])C1=C(C=C(C=C1)NCC(CO)O)C (3-(4-nitro-3-methylphenylamino)propane-1,2-diol). Reagents/catalysts: [Zn].[Cl-].[NH4+].O.C(C)O (zinc ammonium chloride water ethanol). The product is Cl.Cl.NC1=C(C=C(C=C1)NCC(CO)O)C (3-(4-amino-3-methylphenylamino)propane-1,2-diol Dihydrochloride). RXN SMILES: [N+:1]([C:4]1[CH:9]=[CH:8][C:7]([NH:10][CH2:11][CH:12]([OH:15])[CH2:13][OH:14])=[CH:6][C:5]=1[CH3:16])([O-])=O.C1(N)C(F)=C(F)C(F)=C(N)C=1F.[ClH:29].Cl>[Zn].[Cl-].[NH4+].O.C(O)C>[ClH:29].[ClH:29].[NH2:1][C:4]1[CH:9]=[CH:8][C:7]([NH:10][CH2:11][CH:12]([OH:15])[CH2:13][OH:14])=[CH:6][C:5]=1[CH3:16] |f:1.2.3,4.5.6.7.8,9.10.11|. Procedure: The 3-(4-nitro-3-methylphenylamino)propane-1,2-diol (9) obtained above was reduced with a boiling zinc/ammonium chloride/water/ethanol mixture. The corresponding amine was isolated in dihydrochloride form.